This data is from the Open Reaction Database (ORD), a public repository of structured organic reaction records. The task is: describe an organic reaction: reactants, conditions, products, and yield Starting materials: C1(CC1)CN1C(N(C(C=C1NN)=O)C)=O (1-(cyclopropylmethyl)-6-hydrazino-3-methylpyrimidine-2,4(1H,3H)-dione), ClC=1C=C2C(=CNC2=CC1)C=O (5-chloro-1H-indole-3-carbaldehyde), CN1C(=CC(=C1)C(C(F)(F)F)=O)C=O (1-methyl-4-(trifluoroacetyl)-1H-pyrrole-2-carbaldehyde). The product is ClC=1C=C2C(=CNC2=CC1)CN1N=C2N(C(N(C(C2=C1C=1N(C=C(C1)C(C(F)(F)F)=O)C)=O)C)=O)CC1CC1 (2-[(5-chloro-1H-indol-3-yl)methyl]-7-(cyclopropylmethyl)-5-methyl-3[l-methyl-4-(trifluoroacetyl)-1H-pyrrol-2-yl]-2H-pyrazolo[3,4-d]pyrimidine-4,6(5H,7H)-dione). RXN SMILES: [CH:1]1([CH2:4][N:5]2[C:10]([NH:11][NH2:12])=[CH:9][C:8](=[O:13])[N:7]([CH3:14])[C:6]2=[O:15])[CH2:3][CH2:2]1.[Cl:16][C:17]1[CH:18]=[C:19]2[C:23](=[CH:24][CH:25]=1)[NH:22][CH:21]=[C:20]2[CH:26]=O.[CH3:28][N:29]1[CH:33]=[C:32]([C:34](=[O:39])[C:35]([F:38])([F:37])[F:36])[CH:31]=[C:30]1[CH:40]=O>>[Cl:16][C:17]1[CH:18]=[C:19]2[C:23](=[CH:24][CH:25]=1)[NH:22][CH:21]=[C:20]2[CH2:26][N:12]1[C:40]([C:30]2[N:29]([CH3:28])[CH:33]=[C:32]([C:34](=[O:39])[C:35]([F:37])([F:36])[F:38])[CH:31]=2)=[C:9]2[C:10]([N:5]([CH2:4][CH:1]3[CH2:2][CH2:3]3)[C:6](=[O:15])[N:7]([CH3:14])[C:8]2=[O:13])=[N:11]1. Procedure details: This compound was made following the procedure described above, starting with 1-(cyclopropylmethyl)-6-hydrazino-3-methylpyrimidine-2,4(1H,3H)-dione, and condensing first with 5-chloro-1H-indole-3-carbaldehyde, followed by 1-methyl-4-(trifluoroacetyl)-1H-pyrrole-2-carbaldehyde. Mass: 559.15 (M+H).